Task: describe an organic reaction: reactants, conditions, products, and yield. Dataset: the Open Reaction Database (ORD), a public repository of structured organic reaction records Reactants: O=c1ccn2c3ccc(Br)cc3c3cc(O)cc1c32, O=C([O-])[O-], CS(C)=O, Cl, [K+], [K+], O, ClCc1cccnc1. Yields the product O=c1ccn2c3ccc(Br)cc3c3cc(OCc4cccnc4)cc1c32. RXN SMILES: [Br:1][c:2]1[cH:3][cH:4][c:5]2[n:6]3[c:7]4[c:8]([cH:9][c:10]([OH:15])[cH:11][c:12]4[c:13]2[cH:14]1)[c:16](=[O:19])[cH:17][cH:18]3.[C:20](=[O:21])([O-:22])[O-:23].[CH3:36][S:37](=[O:38])[CH3:39].[ClH:26].[K+:24].[K+:25].[OH2:35].[cH:27]1[c:28]([CH2:33][Cl:34])[cH:29][cH:30][cH:31][n:32]1>>[Br:1][c:2]1[cH:3][cH:4][c:5]2[n:6]3[c:7]4[c:8]([cH:9][c:10]([O:15][CH2:33][c:28]5[cH:27][n:32][cH:31][cH:30][cH:29]5)[cH:11][c:12]4[c:13]2[cH:14]1)[c:16](=[O:19])[cH:17][cH:18]3. The reactants are CC(C)OC(=O)NC1Cc2c(n(CC3C(O)CCN3C(=O)OC(C)(C)C)c3ccc(C#N)cc23)C1, CCOC(C)=O, CCOC(=O)N=NC(=O)OCC, C1CCOC1, O=C(O)CCl, c1ccc(P(c2ccccc2)c2ccccc2)cc1. Product: CC(C)OC(=O)NC1Cc2c(n(CC3C(OC(=O)CCl)CCN3C(=O)OC(C)(C)C)c3ccc(C#N)cc23)C1. As a reaction SMILES: [C:1]([CH3:2])([CH3:3])([CH3:4])[O:5][C:6](=[O:7])[N:8]1[CH:9]([CH2:14][n:15]2[c:16]3[c:17]([c:18]4[cH:19][c:20]([C:24]#[N:25])[cH:21][cH:22][c:23]24)[CH2:26][CH:27]([NH:29][C:30](=[O:31])[O:32][CH:33]([CH3:34])[CH3:35])[CH2:28]3)[CH:10]([OH:13])[CH2:11][CH2:12]1.[CH3:77][CH2:78][O:79][C:80](=[O:81])[CH3:82].[O:60]=[C:61]([O:62][CH2:63][CH3:64])[N:65]=[N:66][C:67]([O:68][CH2:69][CH3:70])=[O:71].[O:72]1[CH2:73][CH2:74][CH2:75][CH2:76]1.[OH:36][C:37](=[O:38])[CH2:39][Cl:40].[c:41]1([P:42]([c:43]2[cH:44][cH:45][cH:46][cH:47][cH:48]2)[c:49]2[cH:50][cH:51][cH:52][cH:53][cH:54]2)[cH:55][cH:56][cH:57][cH:58][cH:59]1>>[C:1]([CH3:2])([CH3:3])([CH3:4])[O:5][C:6](=[O:7])[N:8]1[CH:9]([CH2:14][n:15]2[c:16]3[c:17]([c:18]4[cH:19][c:20]([C:24]#[N:25])[cH:21][cH:22][c:23]24)[CH2:26][CH:27]([NH:29][C:30](=[O:31])[O:32][CH:33]([CH3:34])[CH3:35])[CH2:28]3)[CH:10]([O:13][C:37](=[O:36])[CH2:39][Cl:40])[CH2:11][CH2:12]1.